The task is: describe an organic reaction: reactants, conditions, products, and yield. This data is from the Open Reaction Database (ORD), a public repository of structured organic reaction records. Starting materials: 2-oxoacid, S(O)(O)(=O)=O (sulfuric acid), C1(=CC=CC=C1)CC(C(=O)[O-])=O (phenylpyruvate), C1(=CC=CC=C1)C(C(=O)O)(O)C (phenyllactic acid), solution, P(=O)([O-])([O-])[O-].[K+].[K+].[K+] (potassium phosphate), calomel. Conditions: time 9 hour. The product is C([C@H](O)C1=CC=CC=C1)(=O)O ((R)-mandelic acid), O[C@@H](C(=O)[O-])CC(C)C ((R)-2-hydroxy-4-methylpentanoate). Reaction SMILES: P([O-])([O-])([O-])=O.[K+].[K+].[K+].[C:9]1([CH2:15][C:16](=[O:20])[C:17]([O-:19])=[O:18])[CH:14]=CC=C[CH:10]=1.[C:21]1([C:27](C)([OH:31])[C:28]([OH:30])=[O:29])[CH:26]=[CH:25][CH:24]=[CH:23][CH:22]=1.S(=O)(=O)(O)O>>[C:28]([OH:30])(=[O:29])[C@@H:27]([C:21]1[CH:26]=[CH:25][CH:24]=[CH:23][CH:22]=1)[OH:31].[OH:20][C@H:16]([CH2:15][CH:9]([CH3:14])[CH3:10])[C:17]([O-:19])=[O:18] |f:0.1.2.3|. Reported procedure: In an electrochemical cell, 25 ml of a solution of 100 mM potassium phosphate buffer at pH 7.0, 4 mM methylviologen and 40 mM phenylpyruvate were reduced with 0.5 mg of 2-oxoacid reductase according to Example 3 at a voltage of -700 mV, against a standard calomel electrode. The current of 5.8 mA decreased sharply after 9 hours. According to HPLC analysis, the reaction solution contained 88% of the phenyllactic acid expected. The solution was acidified to pH 1.8 with dilute sulfuric acid and then... Starting materials: CN(C)C=O, Clc1ccc(CCCn2ccnc2)cn1, [H-], [Na+], O, OCc1coc(C=Cc2ccccc2)n1. Product: C(=Cc1nc(COc2ccc(CCCn3ccnc3)cn2)co1)c1ccccc1. As a reaction SMILES: [CH3:34][N:35]([CH3:36])[CH:37]=[O:38].[Cl:18][c:19]1[n:20][cH:21][c:22]([CH2:25][CH2:26][CH2:27][n:28]2[cH:29][n:30][cH:31][cH:32]2)[cH:23][cH:24]1.[H-:1].[Na+:2].[OH2:33].[c:3]1([CH:9]=[CH:10][c:11]2[o:12][cH:13][c:14]([CH2:16][OH:17])[n:15]2)[cH:4][cH:5][cH:6][cH:7][cH:8]1>>[c:3]1([CH:9]=[CH:10][c:11]2[o:12][cH:13][c:14]([CH2:16][O:17][c:19]3[n:20][cH:21][c:22]([CH2:25][CH2:26][CH2:27][n:28]4[cH:29][n:30][cH:31][cH:32]4)[cH:23][cH:24]3)[n:15]2)[cH:4][cH:5][cH:6][cH:7][cH:8]1.